From a dataset of the Open Reaction Database (ORD), a public repository of structured organic reaction records. describe an organic reaction: reactants, conditions, products, and yield Reactants: NC1=CC=C(C=C1)C1=C(SC=C1C1=C(C=C(C=C1)Cl)OC)/C=C/C(=O)OCC ((E)-ethyl 3-(3-(4-aminophenyl)-4-(4-chloro-2-methoxyphenyl)thiophen-2-yl)acrylate), TEA, CS(=O)(=O)Cl (MsCl). Solvent: C(Cl)Cl (DCM). Run at time 8 hour. Yields the product ClC1=CC(=C(C=C1)C=1C(=C(SC1)/C=C/C(=O)OCC)C1=CC=C(C=C1)NS(=O)(=O)C)OC ((E)-ethyl 3-(4-(4-chloro-2-methoxyphenyl)-3-(4-(methylsulfonamido) phenyl)thiophen-2-yl)acrylate). As a reaction SMILES: [NH2:1][C:2]1[CH:7]=[CH:6][C:5]([C:8]2[C:12]([C:13]3[CH:18]=[CH:17][C:16]([Cl:19])=[CH:15][C:14]=3[O:20][CH3:21])=[CH:11][S:10][C:9]=2/[CH:22]=[CH:23]/[C:24]([O:26][CH2:27][CH3:28])=[O:25])=[CH:4][CH:3]=1.[CH3:29][S:30](Cl)(=[O:32])=[O:31]>C(Cl)Cl>[Cl:19][C:16]1[CH:17]=[CH:18][C:13]([C:12]2[C:8]([C:5]3[CH:4]=[CH:3][C:2]([NH:1][S:30]([CH3:29])(=[O:32])=[O:31])=[CH:7][CH:6]=3)=[C:9](/[CH:22]=[CH:23]/[C:24]([O:26][CH2:27][CH3:28])=[O:25])[S:10][CH:11]=2)=[C:14]([O:20][CH3:21])[CH:15]=1. Procedure: To a mixture of (E)-ethyl 3-(3-(4-aminophenyl)-4-(4-chloro-2-methoxyphenyl)thiophen-2-yl)acrylate (300 mg, 0.73 mmol) and TEA (75 mg, 0.73 mmol) in DCM (10 mL) was added MsCl (108 mg, 0.95 mmol), and the mixture was stirred at room temperature overnight. The reaction solution was washed with brine, dried over sodium sulfate, and concentrated under reduced pressure to give (E)-ethyl 3-(4-(4-chloro-2-methoxyphenyl)-3-(4-(methylsulfonamido) phenyl)thiophen-2-yl)acrylate, which was used in the next ... The reactants are FC=1C=C(CNCC2=CC=C(C=C2)OC)C=CC1F (N-(3,4-difluorobenzyl)(4-methoxyphenyl)-methanamine), ClS(=O)(=O)C1=CC=C(C(=O)OC)C=C1 (methyl 4-(chlorosulfonyl)benzoate). The product is FC=1C=C(CN(S(=O)(=O)C2=CC=C(C(=O)O)C=C2)CC2=CC=C(C=C2)OC)C=CC1F (4-(N-(3,4-difluorobenzyl)-N-(4-methoxybenzyl)sulfamoyl)benzoic acid). Reaction SMILES: [F:1][C:2]1[CH:3]=[C:4]([CH:16]=[CH:17][C:18]=1[F:19])[CH2:5][NH:6][CH2:7][C:8]1[CH:13]=[CH:12][C:11]([O:14][CH3:15])=[CH:10][CH:9]=1.Cl[S:21]([C:24]1[CH:33]=[CH:32][C:27]([C:28]([O:30]C)=[O:29])=[CH:26][CH:25]=1)(=[O:23])=[O:22]>>[F:1][C:2]1[CH:3]=[C:4]([CH:16]=[CH:17][C:18]=1[F:19])[CH2:5][N:6]([CH2:7][C:8]1[CH:9]=[CH:10][C:11]([O:14][CH3:15])=[CH:12][CH:13]=1)[S:21]([C:24]1[CH:25]=[CH:26][C:27]([C:28]([OH:30])=[O:29])=[CH:32][CH:33]=1)(=[O:23])=[O:22]. Procedure: Prepared as in example 5-10 from N-(3,4-difluorobenzyl)(4-methoxyphenyl)-methanamine (example 5-36a) and methyl 4-(chlorosulfonyl)benzoate (example 5-10c). MS (M−H, 446); 1H NMR (400 MHz, DMSO-d6): δ ppm: 3.69 (s, 3H), 4.20 (s, 4H), 6.73 (d, J=8.8 Hz, 2H), 6.93 (m, 2H), 6.98 (d, J=8.8 Hz, 2H), 7.22 (m, 1H), 7.74 (d, J=8.4 Hz, 2H), 7.99 (d, J=8.4 Hz, 2H). Starting materials: [H][H] (hydrogen), [H][H] (hydrogen), C1(=CC=CC=C1)NC1=C(C=NC=C1)[N+](=O)[O-] (4-Phenylamino-3-nitropyridine). The reagents and catalysts are [C].[Pd] (palladium-carbon). Solvent: C(C)O (ethanol), ClCCl (dichloromethane). Conditions: time 15 hour. Yields the product NC=1C=NC=CC1NC1=CC=CC=C1 (3-Amino-4-phenylaminopyridine). Isolated yield 88.7%. As a reaction SMILES: [C:1]1([NH:7][C:8]2[CH:13]=[CH:12][N:11]=[CH:10][C:9]=2[N+:14]([O-])=O)[CH:6]=[CH:5][CH:4]=[CH:3][CH:2]=1.[H][H]>C(O)C.ClCCl.[C].[Pd]>[NH2:14][C:9]1[CH:10]=[N:11][CH:12]=[CH:13][C:8]=1[NH:7][C:1]1[CH:6]=[CH:5][CH:4]=[CH:3][CH:2]=1 |f:4.5|. Reported procedure: 4-Phenylamino-3-nitropyridine (1.40 g, 6.51 mmol) was dissolved in the mixed solvent of 15 ml of ethanol and 10 ml of dichloromethane. After the atmosphere was replaced with nitrogen, 0.10 g of 10% palladium-carbon was added thereto. After the atmosphere was replaced with hydrogen, hydrogen addition was conducted with stirring at room temperature for about 15 hours. Palladium-carbon was removed by filtration and the filtered cake was washed with ethanol. The filtrate and the washings were combin... Reactants: C1CCOC1, CC(=O)[O-], CO, CC(Nc1ccc([N+](=O)[O-])c(Nc2cc(C3CC3)[nH]n2)n1)c1ccc(F)cc1, [Cl-], [NH4+], [NH4+], [Zn]. The product is CC(Nc1ccc(N)c(Nc2cc(C3CC3)[nH]n2)n1)c1ccc(F)cc1. RXN SMILES: [CH2:38]1[O:39][CH2:40][CH2:41][CH2:42]1.[CH3:32][C:33](=[O:34])[O-:35].[CH3:36][OH:37].[CH:1]1([c:4]2[cH:5][c:6]([NH:9][c:10]3[n:11][c:12]([NH:19][CH:20]([CH3:21])[c:22]4[cH:23][cH:24][c:25]([F:28])[cH:26][cH:27]4)[cH:13][cH:14][c:15]3[N+:16]([O-:17])=[O:18])[n:7][nH:8]2)[CH2:2][CH2:3]1.[Cl-:29].[NH4+:30].[NH4+:31].[Zn:43]>>[CH:1]1([c:4]2[cH:5][c:6]([NH:9][c:10]3[n:11][c:12]([NH:19][CH:20]([CH3:21])[c:22]4[cH:23][cH:24][c:25]([F:28])[cH:26][cH:27]4)[cH:13][cH:14][c:15]3[NH2:16])[n:7][nH:8]2)[CH2:2][CH2:3]1. Reactants: ClC=CCC1=CC=CC=C1 (o-chloroallylbenzene), ClC1=CC(=CC=C1)C(=O)OO (m-chloroperbenzoic acid). Run in C(Cl)(Cl)Cl (chloroform), C(Cl)(Cl)Cl (chloroform). Run at time 72 hour. Yields the product ClC=CCC12C(C=CC=C1)O2 (o-chloroallylbenzene oxide). Isolated yield 39.3%. As a reaction SMILES: [Cl:1][CH:2]=[CH:3][CH2:4][C:5]1[CH:10]=[CH:9][CH:8]=[CH:7][CH:6]=1.ClC1C=CC=C(C(OO)=[O:19])C=1>C(Cl)(Cl)Cl>[Cl:1][CH:2]=[CH:3][CH2:4][C:5]12[O:19][CH:6]1[CH:7]=[CH:8][CH:9]=[CH:10]2. Procedure: 16.6 g of o-chloroallylbenzene was dissolved in 100 ml of chloroform and to the mixture was added dropwise, while maintaining the temperature at 0° - 5° C, 25 g of m-chloroperbenzoic acid dissolved in 600 ml of chloroform. The resulting mixture was allowed to stand at the same temperature for 72 hours. After the separated m-chlorobenzoic acid was filtered off, the filtrate was washed with 10% sodium hydroxide solution, then with water and dried over anhydrous sodium sulfate. The solvent was evap...